From a dataset of the Open Reaction Database (ORD), a public repository of structured organic reaction records. describe an organic reaction: reactants, conditions, products, and yield Starting materials: FC1=NC=CC=C1I (2-fluoro-3-iodopyridine), CC1(OB(OC1(C)C)C=1CCCN(C1)C(=O)OC(C)(C)C)C (tert-butyl 5-(4,4,5,5-tetramethyl-1,3,2-dioxaborolan-2-yl)-3,4-dihydropyridine-1(2H)-carboxylate), O.C([O-])([O-])=O.[Na+].[Na+] (sodium carbonate hydrate), COCCOC (DME). The reagents and catalysts are catalyst. The solvent is O (Water), C(C)O (Ethanol), O (water), C(C)(=O)OCC (ethyl acetate). Reaction conditions: temperature 140 celsius. Yields the product FC1=NC=CC=C1C=1CCCN(C1)C(=O)OC(C)(C)C (tert-butyl 5-(2-fluoropyridin-3-yl)-3,4-dihydropyridine-1(2H)-carboxylate). Yield: 41.5%. Reaction SMILES: [F:1][C:2]1[C:7](I)=[CH:6][CH:5]=[CH:4][N:3]=1.CC1(C)C(C)(C)OB([C:17]2[CH2:18][CH2:19][CH2:20][N:21]([C:23]([O:25][C:26]([CH3:29])([CH3:28])[CH3:27])=[O:24])[CH:22]=2)O1.O.C(=O)([O-])[O-].[Na+].[Na+].COCCOC>O.C(OCC)(=O)C.C(O)C>[F:1][C:2]1[C:7]([C:19]2[CH2:18][CH2:17][CH2:22][N:21]([C:23]([O:25][C:26]([CH3:29])([CH3:28])[CH3:27])=[O:24])[CH:20]=2)=[CH:6][CH:5]=[CH:4][N:3]=1 |f:2.3.4.5|. Reported procedure: A microwave vial was charged with 2-fluoro-3-iodopyridine (1.325 g, 5.94 mmol), tert-butyl 5-(4,4,5,5-tetramethyl-1,3,2-dioxaborolan-2-yl)-3,4-dihydropyridine-1(2H)-carboxylate (1.8 g, 5.82 mmol), sodium carbonate hydrate (2166 mg, 17.46 mmol), catalyst (211 mg, 0.301 mmol), DME (3 mL), Ethanol (0.857 mL) and Water (1.286 mL). The vial was capped and heated in a Biotage Initiator to 140° C. for 15 minutes. The reaction was diluted with water (20 ml) and ethyl acetate (30 ml). The organic layer w... Starting materials: C1OC2([C@]3(C)[C@@H](CC2)[C@@H]2CC[C@H]4C[C@@H](CC[C@]4(C)[C@H]2C(C3)=NO)O)OC1 (17,17-ethylenedioxy-11-oximino-5α-androstan-3α-ol), [Na] (sodium). Solvent: C(CC)O (propanol). Yields the product N[C@H]1[C@@H]2[C@]3(CC[C@H](C[C@@H]3CC[C@H]2[C@@H]2CCC3([C@@]2(C)C1)OCCO3)O)C (11α-Amino-17,17-ethylenedioxy-5α-androstan-3α-ol). Yield: 58.8%. Reaction SMILES: [CH2:1]1[CH2:26][O:25][C:3]2([CH2:8][CH2:7][C@H:6]3[C@H:9]4[C@H:19]([C:20](=[N:22]O)[CH2:21][C@:4]23[CH3:5])[C@:17]2([CH3:18])[C@H:12]([CH2:13][C@H:14]([OH:24])[CH2:15][CH2:16]2)[CH2:11][CH2:10]4)[O:2]1.[Na]>C(O)CC>[NH2:22][C@@H:20]1[CH2:21][C@@:4]2([CH3:5])[C@@H:6]([CH2:7][CH2:8][C:3]32[O:2][CH2:1][CH2:26][O:25]3)[C@H:9]2[C@H:19]1[C@:17]1([CH3:18])[C@@H:12]([CH2:11][CH2:10]2)[CH2:13][C@H:14]([OH:24])[CH2:15][CH2:16]1 |^1:26|. Procedure: A solution of 17,17-ethylenedioxy-11-oximino-5α-androstan-3α-ol (0.700 g) in propanol (20 ml) was refluxed under nitrogen. To this solution were added small pieces of sodium (total 0.8 g) over a period of 80 mins. The reaction mixture was evaporated to low volume then diluted with water. No precipitation occurred and the solution was partitioned between ethyl acetate and water. The ethyl acetate solution was washed with water (×4), dried (magnesium sulphate) and evaporated to a solid (0.575 g). ... Starting materials: CC1=C(C=C(C=C1C)C)O (2,3,5-trimethylphenol), BrCCCC(=O)OCC (ethyl 4-bromobutyrate), C([O-])([O-])=O.[K+].[K+] (potassium carbonate), CN(C=O)C (dimethylformamide). Run in O (water), C(C)(=O)OCC (ethyl acetate). Conditions: time 8 hour. Yields the product CC1=C(OCCCC(=O)OCC)C=C(C=C1C)C (ethyl 4-(2,3,5-trimethylphenoxy)butyrate). As a reaction SMILES: [CH3:1][C:2]1[C:7]([CH3:8])=[CH:6][C:5]([CH3:9])=[CH:4][C:3]=1[OH:10].Br[CH2:12][CH2:13][CH2:14][C:15]([O:17][CH2:18][CH3:19])=[O:16].C(=O)([O-])[O-].[K+].[K+].CN(C)C=O>O.C(OCC)(=O)C>[CH3:1][C:2]1[C:7]([CH3:8])=[CH:6][C:5]([CH3:9])=[CH:4][C:3]=1[O:10][CH2:12][CH2:13][CH2:14][C:15]([O:17][CH2:18][CH3:19])=[O:16] |f:2.3.4|. Reported procedure: A mixture of 2,3,5-trimethylphenol (10.0 g), ethyl 4-bromobutyrate (12.6 ml), potassium carbonate (12.2 g), and dimethylformamide (DMF, 100 ml) was stirred at room temperature overnight. The reaction mixture was poured into a mixture of ethyl acetate (AcOEt) and water. The separated organic phase was washed with a saturated aqueous solution of sodium hydrocarbonate (sat. NaHCO3aq.), water, and brine, and was dried over magnesium sulfate (MgSO4). After evaporation, the resulting residue was purif... Reactants: C(CCC)C=1NC(=C(N1)C(C(C)(C)C)=O)C#N (2-butyl-4-pivaloylimidazole-5-carbonitrile), C(C1=CC=CC=C1)(C1=CC=CC=C1)(C1=CC=CC=C1)N1N=NN=C1C1=C(C=CC=C1)C1=CC=C(CBr)C=C1 (4-[2-(trityltetrazol-5-yl)phenyl]benzyl bromide), CC(C)([O-])C.[K+] (potassium t-butoxide). Product: C(CCC)C=1N(C(=C(N1)C(C(C)(C)C)=O)C#N)CC1=CC=C(C=C1)C1=C(C=CC=C1)C1=NN=NN1C(C1=CC=CC=C1)(C1=CC=CC=C1)C1=CC=CC=C1 (2-Butyl-4-pivaloyl-1-{4-[2-(trityltetrazol-5-yl)phenyl]phenyl}methylimidazole-5-carbonitrile). The yield is 87.5%. RXN SMILES: [CH2:1]([C:5]1[NH:6][C:7]([C:16]#[N:17])=[C:8]([C:10](=[O:15])[C:11]([CH3:14])([CH3:13])[CH3:12])[N:9]=1)[CH2:2][CH2:3][CH3:4].[C:18]([N:37]1[C:41]([C:42]2[CH:47]=[CH:46][CH:45]=[CH:44][C:43]=2[C:48]2[CH:55]=[CH:54][C:51]([CH2:52]Br)=[CH:50][CH:49]=2)=[N:40][N:39]=[N:38]1)([C:31]1[CH:36]=[CH:35][CH:34]=[CH:33][CH:32]=1)([C:25]1[CH:30]=[CH:29][CH:28]=[CH:27][CH:26]=1)[C:19]1[CH:24]=[CH:23][CH:22]=[CH:21][CH:20]=1.CC(C)([O-])C.[K+]>>[CH2:1]([C:5]1[N:6]([CH2:52][C:51]2[CH:50]=[CH:49][C:48]([C:43]3[CH:44]=[CH:45][CH:46]=[CH:47][C:42]=3[C:41]3[N:37]([C:18]([C:31]4[CH:36]=[CH:35][CH:34]=[CH:33][CH:32]=4)([C:25]4[CH:26]=[CH:27][CH:28]=[CH:29][CH:30]=4)[C:19]4[CH:24]=[CH:23][CH:22]=[CH:21][CH:20]=4)[N:38]=[N:39][N:40]=3)=[CH:55][CH:54]=2)[C:7]([C:16]#[N:17])=[C:8]([C:10](=[O:15])[C:11]([CH3:12])([CH3:14])[CH3:13])[N:9]=1)[CH2:2][CH2:3][CH3:4] |f:2.3|. Procedure: Following a procedure similar to that described in Example 74(a), but using 2.04 g of 2-butyl-4-pivaloylimidazole-5-carbonitrile (prepared as described in Preparation 40), 5.6 g of 4-[2-(trityltetrazol-5-yl)phenyl]benzyl bromide and 1.06 g of potassium t-butoxide, 5.43 g of the title compound were obtained as crystals, melting at 103°-105° C. Run in C(Cl)Cl (CH2Cl2). Reaction conditions: time 3 hour. Reactants: C(C)NCC (Diethylamine), C(C)OC(C(C(=O)O)CC=1C=NC(=C(C1)C=C)NC(=O)OC(C)(C)C)=O (2-(6-tert-butoxycarbonylamino-5-vinyl-pyridin-3-ylmethyl)-malonic acid monoethyl ester), aq. solution, C=O (formaldehyde). The product is C(C)OC(C(=C)CC=1C=NC(=C(C1)C=C)NC(=O)OC(C)(C)C)=O (2-(6-tert-butoxycarbonylamino-5-vinyl-pyridin-3-ylmethyl)- acrylic acid ethyl ester). Reaction SMILES: C(NCC)C.[CH2:6]([O:8][C:9](=[O:31])[CH:10]([CH2:14][C:15]1[CH:16]=[N:17][C:18]([NH:23][C:24]([O:26][C:27]([CH3:30])([CH3:29])[CH3:28])=[O:25])=[C:19]([CH:21]=[CH2:22])[CH:20]=1)[C:11](O)=O)[CH3:7].C=O>C(Cl)Cl>[CH2:6]([O:8][C:9](=[O:31])[C:10]([CH2:14][C:15]1[CH:16]=[N:17][C:18]([NH:23][C:24]([O:26][C:27]([CH3:30])([CH3:29])[CH3:28])=[O:25])=[C:19]([CH:21]=[CH2:22])[CH:20]=1)=[CH2:11])[CH3:7]. Isolated yield 61.1%. Procedure details: Diethylamine (0.85 ml, 8.80 mmol) was added dropwise to a mixture of 2-(6-tert-butoxycarbonylamino-5-vinyl-pyridin-3-ylmethyl)-malonic acid monoethyl ester (3.05 g, 8.37 mmol) and 37% aq. solution of formaldehyde (0.71 g, 8.80 mmol) in CH2Cl2 (2 ml) at 0° C. The mixture was stirred for 3 h at room temperature and then poured onto ice-water and extracted with dichloromethane. The organic layer was washed with 5% NaHCO3 and dried. Flash chromatography (1% methanol in CH2Cl2) yielded 2-(6-tert-buto... The reactants are OC1=CC=NC=C1 (4-hydroxypyridine), BrCCCC(=O)OCC (ethyl 4-bromobutyrate), C(=O)([O-])[O-].[Cs+].[Cs+] (Cs2CO3). Solvent: CN(C)C=O (DMF). Conditions: time 24 hour. Product: C(C)OC(CCCOC1=CC=NC=C1)=O (Ethyl-4-(4-Pyridyloxy)butyrate). RXN SMILES: [OH:1][C:2]1[CH:7]=[CH:6][N:5]=[CH:4][CH:3]=1.Br[CH2:9][CH2:10][CH2:11][C:12]([O:14][CH2:15][CH3:16])=[O:13].C([O-])([O-])=O.[Cs+].[Cs+]>CN(C=O)C>[CH2:15]([O:14][C:12](=[O:13])[CH2:11][CH2:10][CH2:9][O:1][C:2]1[CH:7]=[CH:6][N:5]=[CH:4][CH:3]=1)[CH3:16] |f:2.3.4|. Procedure details: A mixture of 4-hydroxypyridine (10 g, 105 mmol), ethyl 4-bromobutyrate 12-1 (15.0 ml, 105 mmol) and Cs2CO3 (34.2 g, 105 mmol) in DMF (100 ml) was stirred at room temperature for 24 h. The reaction was filtered and the filtrate diluted with ethyl acetate (300 ml) and washed with water (4×100 ml) and brine (100 ml) then dried (Na2SO4), filtered, and evaporated. The resulting oil was purified by chromatography on silica gel (3% CH3OH/CH2Cl2) to give 12-2 as a colorless glass. Starting materials: C1(CCCCCO1)=O (caprolactone), C(CCCCCCCCC)O (decyl alcohol), CCCCC(CC)C(=O)[O-].CCCCC(CC)C(=O)[O-].[Sn+2] (stannous octoate), solution, C1(=CC=CC=C1)C (toluene), C[C@H]1C(=O)O[C@H](C(=O)O1)C (l-lactide). Conditions: temperature 135 celsius. Yields the product C[C@H]1C(=O)O[C@H](C(=O)O1)C.C1(CCCCCO1)=O (l-lactide ε-caprolactone). As a reaction SMILES: [C:1]1(=[O:8])[O:7][CH2:6][CH2:5][CH2:4][CH2:3][CH2:2]1.C(O)CCCCCCCCC.CCCCC(C([O-])=O)CC.CCCCC(C([O-])=O)CC.[Sn+2].C1(C)C=CC=CC=1.[CH3:48][C@@H:49]1[O:56][C:54](=[O:55])[C@H:53]([CH3:57])[O:52][C:50]1=[O:51]>>[CH3:48][C@@H:49]1[O:56][C:54](=[O:55])[C@H:53]([CH3:57])[O:52][C:50]1=[O:51].[C:1]1(=[O:8])[O:7][CH2:6][CH2:5][CH2:4][CH2:3][CH2:2]1 |f:2.3.4,7.8|. Procedure: Using a similar reaction and polymerization set-up as in Example 10, caprolactone (86.96 g, 0.7628 mole) is first polymerized in the presence of decyl alcohol (1.61 ml, 8.421×10−mole) and stannous octoate as 0.2M solution in toluene (2.11 ml., 4.21×10−4 mole) at 170° C. until 50% conversion is achieved (to be determined by a combination of NMR and GPC analysis in control runs). At this point, the temperature of the reaction mixture is lowered to 135° C. and l-lactide (1110.4 g, 7.7112 mole) is a...